Dataset: the Open Reaction Database (ORD), a public repository of structured organic reaction records. Task: describe an organic reaction: reactants, conditions, products, and yield The reactants are CCC1(C)Cc2cc(Cl)c(C(=O)C(=O)OC)cc2C1, CO, [H][H], O=[Pt]=O, O=S(=O)(O)O. Product: CCC1(C)Cc2cc(Cl)c(CC(=O)OC)cc2C1. RXN SMILES: [CH3:1][O:2][C:3]([C:4]([c:5]1[cH:6][c:7]2[c:11]([cH:12][c:13]1[Cl:14])[CH2:10][C:9]([CH3:15])([CH2:16][CH3:17])[CH2:8]2)=[O:18])=[O:19].[CH3:30][OH:31].[H:25][H:26].[Pt:27](=[O:28])=[O:29].[S:20](=[O:21])(=[O:22])([OH:23])[OH:24]>>[CH3:1][O:2][C:3]([CH2:4][c:5]1[cH:6][c:7]2[c:11]([cH:12][c:13]1[Cl:14])[CH2:10][C:9]([CH3:15])([CH2:16][CH3:17])[CH2:8]2)=[O:19]. The reactants are C1CCOC1, [Li]CCCC, CCOC(C)=O, CN(C)CCN(C)C, COc1ccccc1O[Si](C(C)C)(C(C)C)C(C)C. Yields the product COc1cccc(C=O)c1O[Si](C(C)C)(C(C)C)C(C)C. Reaction SMILES: [CH2:33]1[CH2:35][CH2:34][CH2:36][O:37]1.[CH3:1][CH2:2][CH2:3][CH2:4][Li:5].[CH3:38][CH2:39][O:40][C:41]([CH3:42])=[O:43].[CH3:6][N:7]([CH3:8])[CH2:9][CH2:10][N:11]([CH3:12])[CH3:13].[CH:14]([CH3:15])([CH3:16])[Si:17]([O:18][c:19]1[c:20]([O:25][CH3:26])[cH:21][cH:22][cH:23][cH:24]1)([CH:27]([CH3:28])[CH3:29])[CH:30]([CH3:31])[CH3:32]>>[CH:14]([CH3:15])([CH3:16])[Si:17]([O:18][c:19]1[c:20]([O:25][CH3:26])[cH:21][cH:22][cH:23][c:24]1[CH:36]=[O:37])([CH:27]([CH3:28])[CH3:29])[CH:30]([CH3:31])[CH3:32]. Starting materials: C1CCOC1, Cc1ccc(N=C=O)cc1C, CCOC(C)=O, Nc1ccc2nc(-c3c(Cl)cccc3Cl)[nH]c2c1. Product: Cc1ccc(NC(=O)Nc2ccc3nc(-c4c(Cl)cccc4Cl)[nH]c3c2)cc1C. Reaction SMILES: [CH2:36]1[O:37][CH2:38][CH2:39][CH2:40]1.[CH3:19][c:20]1[cH:21][c:22]([N:27]=[C:28]=[O:29])[cH:23][cH:24][c:25]1[CH3:26].[CH3:30][CH2:31][O:32][C:33](=[O:34])[CH3:35].[Cl:1][c:2]1[c:3](-[c:9]2[nH:10][c:11]3[c:12]([n:13]2)[cH:14][cH:15][c:16]([NH2:18])[cH:17]3)[c:4]([Cl:8])[cH:5][cH:6][cH:7]1>>[Cl:1][c:2]1[c:3](-[c:9]2[nH:10][c:11]3[c:12]([n:13]2)[cH:14][cH:15][c:16]([NH:18][C:28]([NH:27][c:22]2[cH:21][c:20]([CH3:19])[c:25]([CH3:26])[cH:24][cH:23]2)=[O:29])[cH:17]3)[c:4]([Cl:8])[cH:5][cH:6][cH:7]1. The reactants are OC1=C(CO)C=CC=C1 (2-Hydroxybenzyl alcohol), C1(=CC=CC=C1O)C (o-cresol), C(C)[Mg]Br (Ethyl magnesium bromide). Solvent: CCOCC (ether). Yields the product CC=1C(=C(C=CC1)CC1=C(C=CC=C1)O)O ((3-methyl-2-hydroxyphenyl) (2-hydroxyphenyl)methane). Yield: 23.6%. RXN SMILES: [OH:1][C:2]1[CH:9]=[CH:8][CH:7]=[CH:6][C:3]=1[CH2:4]O.[C:10]1([CH3:17])[C:15]([OH:16])=[CH:14][CH:13]=[CH:12][CH:11]=1.C([Mg]Br)C>CCOCC>[CH3:17][C:10]1[C:15]([OH:16])=[C:14]([CH2:4][C:3]2[CH:6]=[CH:7][CH:8]=[CH:9][C:2]=2[OH:1])[CH:13]=[CH:12][CH:11]=1. Procedure details: 2-Hydroxybenzyl alcohol (18.6 g, 0.15 mol) and o-cresol (16.2 g, 0.15 mol) were dissolved in 150 ml of ether in a flask and a dry nitrogen atmosphere established. Ethyl magnesium bromide (100 ml of 3M solution in ether, 0.30 mol) was added dropwise with stirring. The ether was removed by evaporation under reduced pressure and 450 ml of benzene added. The resulting mixture was heated at reflux with stirring for 20 hours and then allowed to cool. Saturated aqueous ammonium chloride solution was ad... Solvent: C(C)O (ethanol), O1CCCC1 (tetrahydrofuran), O (water). Procedure: A solution of 2-(1-(3-methoxy-phenyl)-3-methyl-but-1-enyl)-1-(phenylsulfonyl)-1H-pyrrolo[2,3-b]pyridine (1.87 g, 4.3 mmol) in ethanol (38.7 mL) and tetrahydrofuran (77.4 mL) was treated with an aqueous sodium hydroxide solution (10%, 14.6 mL). The reaction was stirred at 70° C. for 18 h. After cooling to 25° C., the reaction mixture was diluted with water (70 mL) and extracted with ethyl acetate (3×60 mL). The organic extracts were dried over anhydrous sodium sulfate, filtered and concentrated i... Reactants: COC=1C=C(C=CC1)C(=CC(C)C)C1=CC=2C(=NC=CC2)N1S(=O)(=O)C1=CC=CC=C1 (2-(1-(3-methoxy-phenyl)-3-methyl-but-1-enyl)-1-(phenylsulfonyl)-1H-pyrrolo[2,3-b]pyridine), [OH-].[Na+] (sodium hydroxide). Product: petroleum ether ethyl acetate, COC=1C=C(C=CC1)C(=CC(C)C)C1=CC=2C(=NC=CC2)N1 (2-(1-(3-methoxy-phenyl)-3-methyl-but-1-enyl)-1H-pyrrolo[2,3-b]pyridine). The yield is 83.5%. Run at temperature 70 celsius, time 18 hour. RXN SMILES: [CH3:1][O:2][C:3]1[CH:4]=[C:5]([C:9]([C:14]2[N:22](S(C3C=CC=CC=3)(=O)=O)[C:17]3=[N:18][CH:19]=[CH:20][CH:21]=[C:16]3[CH:15]=2)=[CH:10][CH:11]([CH3:13])[CH3:12])[CH:6]=[CH:7][CH:8]=1.[OH-].[Na+]>C(O)C.O1CCCC1.O>[CH3:1][O:2][C:3]1[CH:4]=[C:5]([C:9]([C:14]2[NH:22][C:17]3=[N:18][CH:19]=[CH:20][CH:21]=[C:16]3[CH:15]=2)=[CH:10][CH:11]([CH3:13])[CH3:12])[CH:6]=[CH:7][CH:8]=1 |f:1.2|. Starting materials: ClC1=C(C=C(OC2=CC=C(C=C2)[N+](=O)[O-])C=C1)CC (4-(4-chloro-3-ethylphenoxy)-1-nitrobenzene), CN(C)C=O (DMF), BrCC(=O)C1=CC=C(C=C1)OCCCN(CC)CC (2-bromo-1-{4-[3-(diethylamino)propoxy]phenyl}ethanone). Solvent: O (H2O), CCOC(=O)C (EtOAc). Product: C(CCC)C=1N(C=C(N1)C1=CC=C(OCCCN(CC)CC)C=C1)C1=CC=C(C=C1)OC1=CC(=C(C=C1)Cl)CC ([3-(4-{2-butyl-1-[4-(4-chloro-3-ethyl-phenoxy)-phenyl]-1H-imidazol-4-yl}-phenoxy)-propyl]-diethyl-amine). Reaction SMILES: [Cl:1][C:2]1[CH:17]=[CH:16][C:5]([O:6][C:7]2[CH:12]=[CH:11][C:10]([N+:13]([O-])=O)=[CH:9][CH:8]=2)=[CH:4][C:3]=1[CH2:18][CH3:19].C[N:21]([CH:23]=O)C.Br[CH2:26][C:27]([C:29]1[CH:34]=[CH:33][C:32]([O:35][CH2:36][CH2:37][CH2:38][N:39]([CH2:42][CH3:43])[CH2:40][CH3:41])=[CH:31][CH:30]=1)=O>O.CCOC(C)=O>[CH2:17]([C:23]1[N:13]([C:10]2[CH:11]=[CH:12][C:7]([O:6][C:5]3[CH:16]=[CH:17][C:2]([Cl:1])=[C:3]([CH2:18][CH3:19])[CH:4]=3)=[CH:8][CH:9]=2)[CH:26]=[C:27]([C:29]2[CH:34]=[CH:33][C:32]([O:35][CH2:36][CH2:37][CH2:38][N:39]([CH2:42][CH3:43])[CH2:40][CH3:41])=[CH:31][CH:30]=2)[N:21]=1)[CH2:2][CH2:3][CH3:4]. Procedure details: To a stirred solution of 4-(4-chloro-3-ethylphenoxy)-1-nitrobenzene (1.2 eq., 2.5 mmol) in anhydrous DMF (5 mL) DIEA (3 eq. 7.5 mmol) was added, followed by slow addition of the 2-bromo-1-{4-[3-(diethylamino)propoxy]phenyl}ethanone described above (2.4 mmol), according to General Procedure R2. The reaction mixture was stirred under nitrogen at rt until completion, as indicated by TLC or HPLC. The reaction mixture was then diluted with cold H2O and the product was isolated in EtOAc. The combined ... Starting materials: Cl.BrC1=CC=C(C=C1)NN (4-bromophenylhydrazine hydrochloride), C(CCC(=O)C)(=O)OCC (ethyl levulinate), Cl (HCl), O1CCOCC1 (dioxane). Solvent: CC(=O)O (HOAc). The product is BrC=1C=C2C(=C(NC2=CC1)C)CC(=O)OCC (Ethyl 2-(5-bromo-2-methyl-1H-indol-3-yl)acetate). The yield is 70.9%. Reaction SMILES: Cl.[Br:2][C:3]1[CH:8]=[CH:7][C:6]([NH:9]N)=[CH:5][CH:4]=1.[C:11]([O:18][CH2:19][CH3:20])(=[O:17])[CH2:12][CH2:13][C:14]([CH3:16])=O.Cl.O1CCOCC1>CC(O)=O>[Br:2][C:3]1[CH:8]=[C:7]2[C:6](=[CH:5][CH:4]=1)[NH:9][C:14]([CH3:16])=[C:13]2[CH2:12][C:11]([O:18][CH2:19][CH3:20])=[O:17] |f:0.1|. Procedure details: A mixture of 4-bromophenylhydrazine hydrochloride (2.23 g, 10 mmol) and ethyl levulinate (1.58 g, 11 mmol) in 10 mL HOAc was heated to reflux for 20 h. The HOAc was removed under vaccum. The residue was dissolved in 10 mL EtOH. A solution of HCl in dioxane (12 mmol, 4M solution) was added. The mixture was heated to reflux for 4 h. The mixture was concentrated under vacuum and the residue was purified by flash chromatography on silica gel, eluting with 20% EtOAc in hexane to afford 2.1 g (78%) of...